Task: describe an organic reaction: reactants, conditions, products, and yield. Dataset: the Open Reaction Database (ORD), a public repository of structured organic reaction records RXN SMILES: Cl.[CH3:2][CH:3]([CH2:14][C:15]1[CH:20]=[CH:19][CH:18]=[C:17]([NH2:21])[CH:16]=1)[C:4]([O:6][C:7]1[CH:12]=[CH:11][C:10]([Cl:13])=[CH:9][CH:8]=1)=[O:5].[N:22]#[C:23][NH2:24]>C(O)C>[ClH:13].[CH3:2][CH:3]([CH2:14][C:15]1[CH:20]=[CH:19][CH:18]=[C:17]([NH:21][C:23]([NH2:24])=[NH:22])[CH:16]=1)[C:4]([O:6][C:7]1[CH:8]=[CH:9][C:10]([Cl:13])=[CH:11][CH:12]=1)=[O:5] |f:0.1,4.5|. Procedure details: In 200 ml of ethanol were dissolved 23.0 g of the p-chlorophenyl α-methyl-β-(m-aminophenyl)-propionate hydrochloride thus obtained and 4.2 g of cyanamide, and the resulting solution was subjected to reaction at 70° C. for 5 hours. After the reaction, the solvent was removed by distillation under reduced pressure, to obtain p-chlorophenyl α-methyl-β-(m-guanidinophenyl)-propionate hydrochloride in the form of an oily matter. This compound was dissolved in 50 ml of ethanol, and then added to satura... Reactants: Cl.CC(C(=O)OC1=CC=C(C=C1)Cl)CC1=CC(=CC=C1)N (p-chlorophenyl α-methyl-β-(m-aminophenyl)-propionate hydrochloride), N#CN (cyanamide). The solvent is C(C)O (ethanol). Yields the product Cl.CC(C(=O)OC1=CC=C(C=C1)Cl)CC1=CC(=CC=C1)NC(=N)N (p-chlorophenyl α-methyl-β-(m-guanidinophenyl)-propionate hydrochloride). Starting materials: ClC1=CC=NC2=CC(=CC=C12)Cl (4,7-dichloro-quinoline), N1N=CN=C1 (1H-1,2,4-triazole). Solvent: CN(C=O)C (dimethyl formamide). Yields the product N1(N=CN=C1)C1=CC=NC2=CC(=CC=C12)Cl (4-(1H-1,2,4-triazole-1-yl)-7-chloro-quinoline). Yield: 112.8%. Reaction SMILES: Cl[C:2]1[C:11]2[C:6](=[CH:7][C:8]([Cl:12])=[CH:9][CH:10]=2)[N:5]=[CH:4][CH:3]=1.[NH:13]1[CH:17]=[N:16][CH:15]=[N:14]1>CN(C)C=O>[N:13]1([C:2]2[C:11]3[C:6](=[CH:7][C:8]([Cl:12])=[CH:9][CH:10]=3)[N:5]=[CH:4][CH:3]=2)[CH:17]=[N:16][CH:15]=[N:14]1. Procedure details: 1.98 g of 4,7-dichloro-quinoline and 1.38 g of 1H-1,2,4-triazole are reacted in 10 ml of dimethyl formamide and worked up as described in Example 1. 2.6 g of 4-(1H-1,2,4-triazole-1-yl)-7-chloro-quinoline (Substance 2) are obtained. Reactants: O=C([O-])[O-], CN1CCCC1=O, CO, [Cs+], [Cs+], [Cu]I, Ic1ccc2c(cnn2CCN2CCCC2)c1, NC1CCCCC1N, O=c1[nH]ccc2oc(-c3ccccc3)cc12. Reaction SMILES: [C:34](=[O:35])([O-:36])[O-:37].[CH3:48][N:49]1[CH2:50][CH2:51][CH2:52][C:53]1=[O:54].[CH3:55][OH:56].[Cs+:38].[Cs+:39].[Cu:57][I:58].[I:1][c:2]1[cH:3][c:4]2[cH:5][n:6][n:7]([CH2:11][CH2:12][N:13]3[CH2:14][CH2:15][CH2:16][CH2:17]3)[c:8]2[cH:9][cH:10]1.[NH2:40][CH:41]1[CH2:42][CH2:43][CH2:44][CH2:45][CH:46]1[NH2:47].[c:18]1(-[c:24]2[cH:25][c:26]3[c:27](=[O:33])[nH:28][cH:29][cH:30][c:31]3[o:32]2)[cH:19][cH:20][cH:21][cH:22][cH:23]1>>[c:2]1(-[n:28]2[c:27](=[O:33])[c:26]3[cH:25][c:24](-[c:18]4[cH:19][cH:20][cH:21][cH:22][cH:23]4)[o:32][c:31]3[cH:30][cH:29]2)[cH:3][c:4]2[cH:5][n:6][n:7]([CH2:11][CH2:12][N:13]3[CH2:14][CH2:15][CH2:16][CH2:17]3)[c:8]2[cH:9][cH:10]1. Yields the product O=c1c2cc(-c3ccccc3)oc2ccn1-c1ccc2c(cnn2CCN2CCCC2)c1. Starting materials: CC(C(N)=O)C1(c2ccc(S(C)(=O)=O)cc2)NC=C(Br)N=C1C1CCCC1, CN(C)C=O, [Cu]I, N#C[K], C1COCCOCCOCCOCCOCCO1, c1ccc(P(c2ccccc2)(c2ccccc2)[Pd](P(c2ccccc2)(c2ccccc2)c2ccccc2)(P(c2ccccc2)(c2ccccc2)c2ccccc2)P(c2ccccc2)(c2ccccc2)c2ccccc2)cc1. The product is CC(C(N)=O)C1(c2ccc(S(C)(=O)=O)cc2)NC=C(C#N)N=C1C1CCCC1. Reaction SMILES: [CH3:1][S:2](=[O:3])(=[O:4])[c:5]1[cH:6][cH:7][c:8]([C:11]2([CH:23]([C:24](=[O:25])[NH2:26])[CH3:27])[NH:12][CH:13]=[C:14]([Br:22])[N:15]=[C:16]2[CH:17]2[CH2:18][CH2:19][CH2:20][CH2:21]2)[cH:9][cH:10]1.[CH3:49][N:50]([CH3:51])[CH:52]=[O:53].[Cu:54][I:55].[K:28][C:29]#[N:30].[O:31]1[CH2:32][CH2:33][O:34][CH2:35][CH2:36][O:37][CH2:38][CH2:39][O:40][CH2:41][CH2:42][O:43][CH2:44][CH2:45][O:46][CH2:47][CH2:48]1.[cH:56]1[cH:57][cH:58][c:59]([P:60]([Pd:61]([P:62]([c:63]2[cH:64][cH:65][cH:66][cH:67][cH:68]2)([c:69]2[cH:70][cH:71][cH:72][cH:73][cH:74]2)[c:75]2[cH:76][cH:77][cH:78][cH:79][cH:80]2)([P:81]([c:82]2[cH:83][cH:84][cH:85][cH:86][cH:87]2)([c:88]2[cH:89][cH:90][cH:91][cH:92][cH:93]2)[c:94]2[cH:95][cH:96][cH:97][cH:98][cH:99]2)[P:100]([c:101]2[cH:102][cH:103][cH:104][cH:105][cH:106]2)([c:107]2[cH:108][cH:109][cH:110][cH:111][cH:112]2)[c:113]2[cH:114][cH:115][cH:116][cH:117][cH:118]2)([c:119]2[cH:120][cH:121][cH:122][cH:123][cH:124]2)[c:125]2[cH:126][cH:127][cH:128][cH:129][cH:130]2)[cH:131][cH:132]1>>[CH3:1][S:2](=[O:3])(=[O:4])[c:5]1[cH:6][cH:7][c:8]([C:11]2([CH:23]([C:24](=[O:25])[NH2:26])[CH3:27])[NH:12][CH:13]=[C:14]([C:29]#[N:30])[N:15]=[C:16]2[CH:17]2[CH2:18][CH2:19][CH2:20][CH2:21]2)[cH:9][cH:10]1. The reactants are NC1=NC2=NC=C(N=C2C(=N1)N)CN(C1=CC=CC=C1)C1=CC=CC=C1 (N-[(2,4-diaminopteridin-6-yl)methyl]-N,N-diphenylamine), Br.NC=1N=C(C2=C(N1)N=CC(=C2)CBr)N (2,4-diamino-6-bromomethylpyrido[2,3-d]pyrimidine hydrobromide), C1=CC=CC2=NC3=C(CC=C21)CCC=C3 (9,10-dihydrodibenz[b,f]azepine), [H-].[Na+] (NaH). The product is NC=1N=C(C2=C(N1)N=CC(=C2)CC2CC=CC1=C2CC=C2C(=N1)C=CC=C2)N (9-[(2,4-Diaminopyrido[2,3-d]pyrimidin-6-yl)methyl]-9,10-dihydrodibenz-[b,f]azepine). Reaction SMILES: NC1N=C(N)C2C(=NC=C(CN(C3C=CC=CC=3)C3C=CC=CC=3)N=2)N=1.[CH:27]1[C:37]2[C:31](=[N:32][C:33]3[CH:41]=[CH:40][CH2:39][CH2:38][C:34]=3[CH2:35][CH:36]=2)[CH:30]=[CH:29][CH:28]=1.[H-].[Na+].Br.[NH2:45][C:46]1[N:47]=[C:48]([NH2:58])[C:49]2[CH:55]=[C:54]([CH2:56]Br)[CH:53]=[N:52][C:50]=2[N:51]=1>>[NH2:45][C:46]1[N:47]=[C:48]([NH2:58])[C:49]2[CH:55]=[C:54]([CH2:56][CH:38]3[C:34]4[CH2:35][CH:36]=[C:37]5[CH:27]=[CH:28][CH:29]=[CH:30][C:31]5=[N:32][C:33]=4[CH:41]=[CH:40][CH2:39]3)[CH:53]=[N:52][C:50]=2[N:51]=1 |f:2.3,4.5|. Procedure: 9-[(2,4-Diaminopyrido[2,3-d]pyrimidin-6-yl)methyl]-9,10-dihydrodibenz-[b,f]azepine (Formula I: Ar=2,4-diaminopyrido[2,3-d]pyrimidin-6-yl; W=CH2; X=N; Z=CH2=CH2; m=n=0) is prepared similarly to N-[(2,4-diaminopteridin-6-yl)methyl]-N,N-diphenylamine as disclosed above by using 9,10-dihydrodibenz[b,f]azepine (158 mg, 0.8 mmol), NaH (50 mg, 2.1 mmol) and 2,4-diamino-6-bromomethylpyrido[2,3-d]pyrimidine hydrobromide (100 mg, 0.3 mmol). The product can be purified by chromatography.